This data is from the Open Reaction Database (ORD), a public repository of structured organic reaction records. The task is: describe an organic reaction: reactants, conditions, products, and yield The reactants are C(#N)[C@H](C)NC(OC(C)(C)C)=O ((S)-tert-butyl 1-cyanoethylcarbamate), C(C1=CC=CC=C1)OC=1C=C(OC2=CC=C(C(=O)O)C=C2)C=CC1 (4-(3-(benzyloxy)phenoxy)benzoic acid). Product: C(C1=CC=CC=C1)OC=1C=C(OC2=CC=C(C(=O)N[C@@H](C)C#N)C=C2)C=CC1 ((S)-4-(3-(benzyloxy)phenoxy)-N-(1-cyanoethyl)benzamide). Isolated yield 38.5%. RXN SMILES: [C:1]([C@@H:3]([NH:5][C:6](=[O:12])OC(C)(C)C)[CH3:4])#[N:2].[CH2:13]([O:20][C:21]1[CH:22]=[C:23]([CH:34]=[CH:35][CH:36]=1)[O:24][C:25]1[CH:33]=[CH:32][C:28](C(O)=O)=[CH:27][CH:26]=1)[C:14]1[CH:19]=[CH:18][CH:17]=[CH:16][CH:15]=1>>[CH2:13]([O:20][C:21]1[CH:22]=[C:23]([CH:34]=[CH:35][CH:36]=1)[O:24][C:25]1[CH:26]=[CH:27][C:28]([C:6]([NH:5][C@H:3]([C:1]#[N:2])[CH3:4])=[O:12])=[CH:32][CH:33]=1)[C:14]1[CH:15]=[CH:16][CH:17]=[CH:18][CH:19]=1. Procedure: General procedure D was used to deprotect 0.65 mmol of 4 and immediately coupled to 0.975 mmol of 40. After flash chromatography 0.96 g (0.25 mmol) of the title product was recovered. 1H NMR (300 MHz, CDCl3) δ 7.76 (d, J=8.8, 2H), 7.49-7.21 (m, 6H), 7.00 (d, J=8.7, 2H), 6.80 (d, J=8.3, 1H), 6.65 (d, J=12.0, 3H), 5.22-5.08 (m, 1H), 5.03 (s, 2H), 1.65 (d, J=7.2, 3H).